This data is from the Open Reaction Database (ORD), a public repository of structured organic reaction records. The task is: describe an organic reaction: reactants, conditions, products, and yield The reactants are FC=1C=C(C=CC1C=1SC2=NC(=CC=C2N1)C1(CC1)C1=CC=CC=C1)C(C)=O (1-(3-fluoro-4-(5-(1-phenylcyclopropyl)thiazolo[5,4-b]pyridine-2-yl)phenyl)ethanone), C[Mg]Cl (methylmagnesium chloride), solution, C1CCOC1 (THF). Solvent: C(C)OCC (diethyl ether), C1(=CC=CC=C1)C (toluene). Run at temperature 0 celsius, time 10 minute. The product is FC=1C=C(C=CC1C=1SC2=NC(=CC=C2N1)C1(CC1)C1=CC=CC=C1)C(C)(C)O (2-(3-fluoro-4-(5-(1-phenylcyclopropyl)thiazolo[5,4-b]pyridine-2-yl)phenyl)propan-2-ol). As a reaction SMILES: [F:1][C:2]1[CH:3]=[C:4]([C:26](=[O:28])[CH3:27])[CH:5]=[CH:6][C:7]=1[C:8]1[S:9][C:10]2[C:15]([N:16]=1)=[CH:14][CH:13]=[C:12]([C:17]1([C:20]3[CH:25]=[CH:24][CH:23]=[CH:22][CH:21]=3)[CH2:19][CH2:18]1)[N:11]=2.[CH3:29][Mg]Cl.C1COCC1>C(OCC)C.C1(C)C=CC=CC=1>[F:1][C:2]1[CH:3]=[C:4]([C:26]([OH:28])([CH3:29])[CH3:27])[CH:5]=[CH:6][C:7]=1[C:8]1[S:9][C:10]2[C:15]([N:16]=1)=[CH:14][CH:13]=[C:12]([C:17]1([C:20]3[CH:21]=[CH:22][CH:23]=[CH:24][CH:25]=3)[CH2:18][CH2:19]1)[N:11]=2. Procedure details: To 1-(3-fluoro-4-(5-(1-phenylcyclopropyl)thiazolo[5,4-b]pyridine-2-yl)phenyl)ethanone (0.732 g, 1.88 mmol) in diethyl ether (15.7 mL) and toluene (14.7 mL) at 0° C. under argon was added methylmagnesium chloride, 3.0 M solution in THF (1.38 mL, 4.14 mmol). After stirring at 0° C. for 10 minutes, the reaction mixture was allowed to warm to room temperature and stirred for another 1 hour. The reaction mixture was quenched with saturated NH4Cl solution and diluted with CH2Cl2; the aqueous layer was... Starting materials: C12CNCC(CC1)O2 (8-oxa-3-azabicyclo (3.2.1)octane), C1(C=2C(C(=O)O1)=CC=CC2)=O (phthalic anhydride). The solvent is C1=CC=CC=C1 (benzene), C1=CC=CC=C1 (benzene). Conditions: time 1 hour. The product is C(=O)(O)C1=C(C(=O)N2CC3CCC(C2)O3)C=CC=C1 (3-(o-Carboxybenzoyl)-8-Oxa-3-Azabicyclo(3.2.1)Octane). RXN SMILES: [CH:1]12[O:8][CH:5]([CH2:6][CH2:7]1)[CH2:4][NH:3][CH2:2]2.[C:9]1(=[O:19])[O:14][C:12](=[O:13])[C:11]2=[CH:15][CH:16]=[CH:17][CH:18]=[C:10]12>C1C=CC=CC=1>[C:12]([C:11]1[CH:15]=[CH:16][CH:17]=[CH:18][C:10]=1[C:9]([N:3]1[CH2:2][CH:1]2[O:8][CH:5]([CH2:6][CH2:7]2)[CH2:4]1)=[O:19])([OH:14])=[O:13]. Reported procedure: A solution of 11.3 grams (0.1 mole) 8-oxa-3-azabicyclo (3.2.1)octane in 20 ml of benzene was added to a suspension of 14.8 grams (0.1 mole) of phthalic anhydride in 50 ml of benzene at 8° C. The reaction mixture was stirred for 1 hour and then left overnight at room temperature. The product, 20.0 grams which separated, was filtered off and recrystallized from benzene ethanol. The product represented by formula (X) had a melting point of 149°-150.5° C. The reactants are [BH4-], CO, Cl, [Na+], CC(C)(CO)c1ccc(C(=O)CCCN2CCC(C(O)(c3ccccc3)c3ccccc3)CC2)cc1, O. Product: CC(C)(CO)c1ccc(C(O)CCCN2CCC(C(O)(c3ccccc3)c3ccccc3)CC2)cc1. As a reaction SMILES: [BH4-:37].[CH3:40][OH:41].[ClH:39].[Na+:38].[O:1]=[C:2]([CH2:3][CH2:4][CH2:5][N:6]1[CH2:7][CH2:8][CH:9]([C:12]([c:13]2[cH:14][cH:15][cH:16][cH:17][cH:18]2)([c:19]2[cH:20][cH:21][cH:22][cH:23][cH:24]2)[OH:25])[CH2:10][CH2:11]1)[c:26]1[cH:27][cH:28][c:29]([C:32]([CH2:33][OH:34])([CH3:35])[CH3:36])[cH:30][cH:31]1.[OH2:42]>>[OH:1][CH:2]([CH2:3][CH2:4][CH2:5][N:6]1[CH2:7][CH2:8][CH:9]([C:12]([c:13]2[cH:14][cH:15][cH:16][cH:17][cH:18]2)([c:19]2[cH:20][cH:21][cH:22][cH:23][cH:24]2)[OH:25])[CH2:10][CH2:11]1)[c:26]1[cH:27][cH:28][c:29]([C:32]([CH2:33][OH:34])([CH3:35])[CH3:36])[cH:30][cH:31]1.